This data is from the Open Reaction Database (ORD), a public repository of structured organic reaction records. The task is: describe an organic reaction: reactants, conditions, products, and yield The reactants are [OH-].[K+] (potassium hydroxide), CC(C(=O)OCC)(C(=O)OCC)CC1=CC2=CC=CC=C2C=C1 (Diethyl methyl(2-naphthylmethyl)malonate), O (water), O (water), Cl (hydrochloric acid). The solvent is C(C)O (ethanol), C(C)(=O)OCC (ethyl acetate). Conditions: temperature 175 celsius. Product: CC(C(=O)O)CC1=CC=CC2=CC=CC=C12 (2-Methyl-3-naphthylpropionic acid). Isolated yield 94.0%. RXN SMILES: [OH-:1].[K+].CC(C[C:16]1[CH:25]=[CH:24][C:23]2[C:18](=[CH:19][CH:20]=[CH:21][CH:22]=2)[CH:17]=1)(C(OCC)=O)C(OCC)=O.Cl.[OH2:27]>C(O)C.C(OCC)(=O)C>[CH3:17][CH:18]([CH2:23][C:19]1[C:18]2[C:23](=[CH:24][CH:25]=[CH:16][CH:17]=2)[CH:22]=[CH:21][CH:20]=1)[C:19]([OH:27])=[O:1] |f:0.1|. Procedure details: A solution of 23.7 g (422 mmol) of potassium hydroxide in 50 ml of water was added to 33.2 g (105 mmol) of the compound 1 in 70 ml of ethanol, and the mixture was heated under reflux for 4 hours. After the solvent had been stripped off, the solid residue was taken up in ethyl acetate, water was added and the pH was brought to 1 with hydrochloric acid. The aqueous phase was extracted several times with ethyl acetate. After drying over magnesium sulfate, the combined organic phases were evaporated... The reactants are OC1=CC=C(C=C1)C1=NOC(=C1)C(=O)N (3-(4-Hydroxy-phenyl)-isoxazole-5-carboxylic acid amide), ClC1=C(CBr)C(=CC=C1)Cl (2,6-Dichlorobenzyl bromide), OC1=CC=C(C=C1)C1=NOC(=C1)C(=O)N (3-(4-Hydroxy-phenyl)-isoxazole-5-carboxylic acid amide), C(=O)([O-])[O-].[K+].[K+] (K2CO3). Reagents/catalysts: [I-].C(CCC)[N+](CCCC)(CCCC)CCCC (tetrabutylammonium iodide). Solvent: CN(C)C=O (DMF). Conditions: time 8 hour. The product is ClC1=C(COC2=CC=C(C=C2)C2=NOC(=C2)C(=O)N)C(=CC=C1)Cl (3-[4-(2,6-dichloro-benzyloxy)-phenyl]-isoxazole-5-carboxylic acid amide). Isolated yield 9.4%. As a reaction SMILES: [OH:1][C:2]1[CH:7]=[CH:6][C:5]([C:8]2[CH:12]=[C:11]([C:13]([NH2:15])=[O:14])[O:10][N:9]=2)=[CH:4][CH:3]=1.C([O-])([O-])=O.[K+].[K+].[Cl:22][C:23]1[CH:30]=[CH:29][CH:28]=[C:27]([Cl:31])[C:24]=1[CH2:25]Br>[I-].C([N+](CCCC)(CCCC)CCCC)CCC.CN(C=O)C>[Cl:22][C:23]1[CH:30]=[CH:29][CH:28]=[C:27]([Cl:31])[C:24]=1[CH2:25][O:1][C:2]1[CH:3]=[CH:4][C:5]([C:8]2[CH:12]=[C:11]([C:13]([NH2:15])=[O:14])[O:10][N:9]=2)=[CH:6][CH:7]=1 |f:1.2.3,5.6|. Procedure: 3-(4-Hydroxy-phenyl)-isoxazole-5-carboxylic acid amide (which may be prepared as described in Preparation of Intermediate 2; 50 mg, 0.24 mmol), K2CO3 (37 mg, 0.27 mmol) and tetrabutylammonium iodide (9 mg, 0.024 mmol) were taken up in DMF (2.4 mL). 2,6-Dichlorobenzyl bromide (65 mg, 0.27 mmol) was added and the reaction mixture was stirred at room temperature overnight. The solvent was evaporated and the residue was purified by high-throughput purification to give 3-[4-(2,6-dichloro-benzyloxy)-p... The reactants are CC1=C2C(CCSC2=CC=C1)=O (5-methylthiochroman-4-one), C=O (formalin), C([O-])([O-])=O.[K+].[K+] (potassium carbonate). As a reaction SMILES: [CH3:1][C:2]1[CH:11]=[CH:10][CH:9]=[C:8]2[C:3]=1[C:4](=[O:12])[CH2:5][CH2:6][S:7]2.[CH2:13]=[O:14].[C:15](=[O:18])([O-])[O-].[K+].[K+]>CO.O>[CH3:1][C:2]1[CH:11]=[CH:10][CH:9]=[C:8]2[C:3]=1[C:4](=[O:12])[C:5]([CH2:15][OH:18])([CH2:13][OH:14])[CH2:6][S:7]2 |f:2.3.4|. Run at temperature 40 celsius, time 2 hour. The solvent is CO (MeOH), O (water). The product is CC1=C2C(C(CSC2=CC=C1)(CO)CO)=O (5-methyl-3,3-bis(hydroxymethyl)thiochroman-4-one). Procedure: A solution of 5-methylthiochroman-4-one (1.00 g) in MeOH (20 ml) and water (4 ml) was admixed with 35% eq. formalin solution (4 ml) and potassium carbonate (100 mg). The reaction mixture was stirred at 40° C. for 2 h and then at RT for 2 h, the solvent was removed under reduced pressure and the residue was admixed with water. The aqueous solution was extracted repeatedly with EtOAc (3×50 ml), the combined organic phases were dried over sodium sulfate and the solvent was removed under reduced pre... Reactants: OC1CCN(CC1)C(=O)N1CC(CC(C1)C1=CC=C(C=C1)C(F)(F)F)C(=O)O (1-[(4-Hydroxypiperidin-1-yl)carbonyl]-5-[4-(trifluoromethyl)phenyl]piperidine-3-carboxylic acid), FC1=C(C=CC=C1)C(N)=NO (2-fluoro-N′-hydroxybenzenecarboximidamide). Procedure details: 100 mg (0.250 mmol) of 1-[(4-hydroxypiperidin-1-yl)carbonyl]-5-[4-(trifluoromethyl)phenyl]piperidine-3-carboxylic acid (Example 99A) and 42.3 mg (0.275 mmol) of 2-fluoro-N′-hydroxybenzenecarboximidamide were reacted according to the General Method 1. Yield: 55.6 mg (42% of theory). The product is FC1=C(C=CC=C1)C1=NOC(=N1)C1CN(CC(C1)C1=CC=C(C=C1)C(F)(F)F)C(=O)N1CCC(CC1)O ({3-[3-(2-Fluorophenyl)-1,2,4-oxadiazol-5-yl]-5-[4-(trifluoromethyl)phenyl]piperidin-1-yl}(4-hydroxypiperidin-1-yl)methanone). RXN SMILES: [OH:1][CH:2]1[CH2:7][CH2:6][N:5]([C:8]([N:10]2[CH2:15][CH:14]([C:16]3[CH:21]=[CH:20][C:19]([C:22]([F:25])([F:24])[F:23])=[CH:18][CH:17]=3)[CH2:13][CH:12]([C:26](O)=[O:27])[CH2:11]2)=[O:9])[CH2:4][CH2:3]1.[F:29][C:30]1[CH:35]=[CH:34][CH:33]=[CH:32][C:31]=1[C:36](=[N:38]O)[NH2:37]>>[F:29][C:30]1[CH:35]=[CH:34][CH:33]=[CH:32][C:31]=1[C:36]1[N:38]=[C:26]([CH:12]2[CH2:13][CH:14]([C:16]3[CH:17]=[CH:18][C:19]([C:22]([F:24])([F:25])[F:23])=[CH:20][CH:21]=3)[CH2:15][N:10]([C:8]([N:5]3[CH2:6][CH2:7][CH:2]([OH:1])[CH2:3][CH2:4]3)=[O:9])[CH2:11]2)[O:27][N:37]=1.